From a dataset of the Open Reaction Database (ORD), a public repository of structured organic reaction records. describe an organic reaction: reactants, conditions, products, and yield Reactants: CC(=O)[O-], CC(=O)[O-], CC(=O)[O-], CC(=O)[O-], O=C(O)C(F)(F)Cl, ON=C1CCOCC1, [Pb+4]. Yields the product O=NC1(OC(=O)C(F)(F)Cl)CCOCC1. RXN SMILES: [C:13]([O-:14])(=[O:15])[CH3:16].[C:17]([O-:18])(=[O:19])[CH3:20].[C:21]([O-:22])(=[O:23])[CH3:24].[C:9]([O-:10])(=[O:11])[CH3:12].[Cl:26][C:27]([C:28](=[O:29])[OH:30])([F:31])[F:32].[O:1]1[CH2:2][CH2:3][C:4](=[N:7][OH:8])[CH2:5][CH2:6]1.[Pb+4:25]>>[O:1]1[CH2:2][CH2:3][C:4]([N:7]=[O:8])([O:30][C:28]([C:27]([Cl:26])([F:31])[F:32])=[O:29])[CH2:5][CH2:6]1. Conditions: temperature 100 celsius, time 8 hour. The solvent is CO (MeOH), C(Cl)Cl (DCM), CCOC(=O)C (EtOAc), CN(C)C=O (DMF). Reaction SMILES: F[C:2]1[CH:9]=[CH:8][C:5]([CH:6]=O)=[CH:4][CH:3]=1.[CH3:10][C:11]1[N:12]=[CH:13][NH:14][CH:15]=1.[C:16]([O-])([O-])=O.[K+].[K+].N1C=CN=C1.[N+](=C(P(=O)(OC)OC)C(=O)C)=[N-]>CN(C=O)C.CCOC(C)=O.CO.C(Cl)Cl>[C:6]([C:5]1[CH:8]=[CH:9][C:2]([N:14]2[CH:15]=[C:11]([CH3:10])[N:12]=[CH:13]2)=[CH:3][CH:4]=1)#[CH:16] |f:2.3.4|. Procedure details: A mixture of 4-fluorobenzaldehyde (5.0 g, 40 mmol) in 60 mL of DMF was treated with 4-methylimidazole (6.6 g, 81 mmol) and K2CO3 (8.4 g, 60 mmol) and warmed to 100° C. Stirred overnight. Diluted with EtOAc, washed with sat'd NaHCO3, dried (Na2SO4), concentrated to give a 4:1 mixture of imidazole regioisomers. Recrystallization from EtOH gave a single regioisomer. A portion of the aldehyde (500 mg, 2.69 mmol) was dissolved in 10 mL of MeOH, treated with K2CO3 (740 mg, 5.4 mmol) and dimethyl (1-di... Product: C(#C)C1=CC=C(C=C1)N1C=NC(=C1)C (1-(4-Ethynylphenyl)-4-methyl-1H-imidazole). Reactants: aldehyde, N1C=NC=C1 (imidazole), CC=1N=CNC1 (4-methylimidazole), C(=O)([O-])[O-].[K+].[K+] (K2CO3), C(=O)([O-])[O-].[K+].[K+] (K2CO3), [N+](=[N-])=C(C(C)=O)P(OC)(OC)=O (dimethyl (1-diazo-2-oxopropyl)phosphonate), FC1=CC=C(C=O)C=C1 (4-fluorobenzaldehyde). The yield is 5.5%. The reactants are C(=O)(OC)C1=C(C=CC=C1)S(=O)(=O)Cl (2-carbomethoxybenzenesulfonyl chloride), COC1=NC(=NC(=N1)C)N (4-methoxy-6-methyl-1,3,5-triazin-2-amine), [O-]C#N.[Na+] (sodium cyanate). The solvent is CN1C(CCC1)=O (N-methylpyrrolidinone), C([O-])(O)=O.[Na+] (sodium bicarbonate). Run at temperature 25 celsius. Yields the product COC1=NC(=NC(=N1)C)NC(=O)NS(=O)(=O)C1=C(C(=O)OC)C=CC=C1 (2-[[(4-Methoxy-6-methyl-1,3,5-triazin-2-yl)aminocarbonyl]aminosulfonyl]benzoic acid, methyl ester). The yield is 55.0%. RXN SMILES: [C:1]([C:5]1[CH:10]=[CH:9][CH:8]=[CH:7][C:6]=1[S:11](Cl)(=[O:13])=[O:12])([O:3][CH3:4])=[O:2].[CH3:15][O:16][C:17]1[N:22]=[C:21]([CH3:23])[N:20]=[C:19]([NH2:24])[N:18]=1.[O-:25][C:26]#[N:27].[Na+]>CN1CCCC1=O.C(=O)(O)[O-].[Na+]>[CH3:15][O:16][C:17]1[N:22]=[C:21]([CH3:23])[N:20]=[C:19]([NH:24][C:26]([NH:27][S:11]([C:6]2[CH:7]=[CH:8][CH:9]=[CH:10][C:5]=2[C:1]([O:3][CH3:4])=[O:2])(=[O:13])=[O:12])=[O:25])[N:18]=1 |f:2.3,5.6|. Reported procedure: A slurry of 10.0 grams (0.042 moles) of 2-carbomethoxybenzenesulfonyl chloride, 5.0 grams (0.0357 moles) 4-methoxy-6-methyl-1,3,5-triazin-2-amine and 6.0 grams (0.092 moles) sodium cyanate in 60 ml N-methylpyrrolidinone was stirred 2 hours at 80° C. The reaction was cooled to 25° C., diluted with 200 ml saturated sodium bicarbonate solution, and filtered. The filtrate was acidified with dilute hydrochloric acid and the product was collected by filtration and dried to give the title compound in 5... Starting materials: C(C)#N (acetonitrile), C[Si](C)(C)[N-][Si](C)(C)C.[Li+] (lithium bis(trimethylsilyl)amide), COC(=O)C=1OC(=CC1)COC (5-methoxymethyl-furan-2-carboxylic acid methyl ester), Cl (hydrochloric acid). Run in C1CCOC1 (THF), C1CCOC1 (THF). Reaction conditions: temperature -20 celsius, time 30 minute. Product: COCC1=CC=C(O1)C(CC#N)=O (3-(5-methoxymethyl-furan-2-yl)-3-oxo-propionitrile). The yield is 100.1%. As a reaction SMILES: [C:1](#[N:3])[CH3:2].C[Si]([N-][Si](C)(C)C)(C)C.[Li+].C[O:15][C:16]([C:18]1[O:19][C:20]([CH2:23][O:24][CH3:25])=[CH:21][CH:22]=1)=O.Cl>C1COCC1>[CH3:25][O:24][CH2:23][C:20]1[O:19][C:18]([C:16](=[O:15])[CH2:2][C:1]#[N:3])=[CH:22][CH:21]=1 |f:1.2|. Procedure details: Following the method of Turner and Jacks (J. Org Chem. 1989, 54, 4229), to a stirred solution of 11.4 ml (216 mmol) acetonitrile in 50 ml dry THF under argon at −78° C. was added dropwise 95.0 ml (95.0 mmol) lithium bis(trimethylsilyl)amide solution (1 M in THF) and stirring continued for 30 minutes, after which a solution of 7.34 g (43.1 mmol) 5-methoxymethyl-furan-2-carboxylic acid methyl ester in 20 ml THF was added dropwise and stirring continued while the reaction mixture was allowed to war... The reactants are N1=CC=C(C=C1)C(CC1=CSC=C1)=O (1-(pyridin-4-yl)-2-(thiophen-3-yl)ethanone), N1=CC=C(C=C1)C(CC1=CSC=C1)=O (1-(pyridin-4-yl)-2-(thiophen-3-yl)ethanone), C(C)OC=1C=C(C=O)C=C(C1O)[N+](=O)[O-] (3-ethoxy-4-hydroxy-5-nitrobenzaldehyde), NC(=O)N (urea), Cl (hydrochloric acid). Run in C(C)O (ethanol). The product is C(C)OC=1C=C(C=C(C1O)[N+](=O)[O-])C1NC(NC(=C1C1=CSC=C1)C1=CC=NC=C1)=O (4-(3-ethoxy-4-hydroxy-5-nitrophenyl)-6-(pyridin-4-yl)-5-(thiophen-3-yl)-3,4-dihydropyrimidin-2(1H)-one), Cl (HCl). The yield is 6.0%. RXN SMILES: [N:1]1[CH:6]=[CH:5][C:4]([C:7](=O)[CH2:8][C:9]2[CH:13]=[CH:12][S:11][CH:10]=2)=[CH:3][CH:2]=1.[CH2:15]([O:17][C:18]1[CH:19]=[C:20]([CH:23]=[C:24]([N+:27]([O-:29])=[O:28])[C:25]=1[OH:26])[CH:21]=O)[CH3:16].[NH2:30][C:31]([NH2:33])=[O:32].[ClH:34]>C(O)C>[CH2:15]([O:17][C:18]1[CH:19]=[C:20]([CH:21]2[C:8]([C:9]3[CH:13]=[CH:12][S:11][CH:10]=3)=[C:7]([C:4]3[CH:5]=[CH:6][N:1]=[CH:2][CH:3]=3)[NH:33][C:31](=[O:32])[NH:30]2)[CH:23]=[C:24]([N+:27]([O-:29])=[O:28])[C:25]=1[OH:26])[CH3:16].[ClH:34]. Procedure: A mixture of 1-(pyridin-4-yl)-2-(thiophen-3-yl)ethanone (Intermediate 70) (180 mg, 0.89 mmol), 3-ethoxy-4-hydroxy-5-nitrobenzaldehyde (188 mg, 0.89 mmol), urea (160 mg, 2.70 mmol), conc. hydrochloric acid (0.5 mL) in ethanol (3 mL) was refluxed for 45 hours. The mixture was concentrated and purified by prep-HPLC (0.1% TFA as additive). To the residue was added HCl/MeOH (2 mL, 2 N) and concentrated to give Compound 136 as HCl salt (24.3 mg, yield 6%). 1HNMR (DMSO-d6 400 MHZ): δ 10.31 (brs, 1H), 9... Reactants: BrC(C(=O)OCC)C1=CC=C(C=C1)Cl (ethyl α-bromo-4-chlorophenylacetate), [F-].[K+] (potassium fluoride), CN(C=O)C (dimethylformamide). Run in O (water). Run at time 6 hour. The product is FC(C(=O)OCC)C1=CC=C(C=C1)Cl (ethyl α-fluoro-4-chlorophenylacetate). The yield is 25.8%. RXN SMILES: Br[CH:2]([C:8]1[CH:13]=[CH:12][C:11]([Cl:14])=[CH:10][CH:9]=1)[C:3]([O:5][CH2:6][CH3:7])=[O:4].[F-:15].[K+].CN(C)C=O>O>[F:15][CH:2]([C:8]1[CH:13]=[CH:12][C:11]([Cl:14])=[CH:10][CH:9]=1)[C:3]([O:5][CH2:6][CH3:7])=[O:4] |f:1.2|. Reported procedure: A mixture of ethyl α-bromo-4-chlorophenylacetate (37.3 g), anhydrous potassium fluoride (9.7 g) and dry dimethylformamide (75 ml) was heated with stirring at a temperature of 140°-150° C. for a period of 6 hours. The reaction mixture was poured into water and the aqueous mixture extracted with methylene dichloride. The organic extract was washed with aqueous sodium carbonate, dried over anhydrous sodium sulfate and the solvent was removed by distillation under reduced pressure. The product was d...